This data is from the Open Reaction Database (ORD), a public repository of structured organic reaction records. The task is: describe an organic reaction: reactants, conditions, products, and yield The reactants are CC#N, [Cl-], COc1cc(-c2nn(C)c(C(F)(F)F)c2Cl)c(F)cc1N, CC(C)(C)ON=O. Yields the product COc1cc(-c2nn(C)c(C(F)(F)F)c2Cl)c(F)cc1Cl. RXN SMILES: [CH3:30][C:31]#[N:32].[Cl-:22].[Cl:1][c:2]1[c:3](-[c:12]2[c:13]([F:21])[cH:14][c:15]([NH2:20])[c:16]([O:18][CH3:19])[cH:17]2)[n:4][n:5]([CH3:11])[c:6]1[C:7]([F:8])([F:9])[F:10].[N:23]([O:24][C:25]([CH3:26])([CH3:27])[CH3:28])=[O:29]>>[Cl:1][c:2]1[c:3](-[c:12]2[c:13]([F:21])[cH:14][c:15]([Cl:22])[c:16]([O:18][CH3:19])[cH:17]2)[n:4][n:5]([CH3:11])[c:6]1[C:7]([F:8])([F:9])[F:10]. The reactants are N#Cc1ccc(NC(=O)c2ccc(C=O)cc2)cc1, CC(CC(CO)CO)C(O)(Cn1cncn1)c1ccc(F)cc1F, O, Cc1ccc(S(=O)(=O)O)cc1. The product is CC(CC1COC(c2ccc(C(=O)Nc3ccc(C#N)cc3)cc2)OC1)C(O)(Cn1cncn1)c1ccc(F)cc1F. As a reaction SMILES: [C:1](#[N:2])[c:3]1[cH:4][cH:5][c:6]([NH:7][C:8]([c:9]2[cH:10][cH:11][c:12]([CH:15]=[O:16])[cH:13][cH:14]2)=[O:17])[cH:18][cH:19]1.[F:20][c:21]1[c:22]([C:28]([CH:29]([CH2:30][CH:31]([CH2:32][OH:33])[CH2:34][OH:35])[CH3:36])([CH2:37][n:38]2[n:39][cH:40][n:41][cH:42]2)[OH:43])[cH:23][cH:24][c:25]([F:27])[cH:26]1.[OH2:44].[c:45]1([CH3:46])[cH:47][cH:48][c:49]([S:50]([OH:51])(=[O:52])=[O:53])[cH:54][cH:55]1>>[C:1](#[N:2])[c:3]1[cH:4][cH:5][c:6]([NH:7][C:8]([c:9]2[cH:10][cH:11][c:12]([CH:15]3[O:16][CH2:34][CH:31]([CH2:30][CH:29]([C:28]([c:22]4[c:21]([F:20])[cH:26][c:25]([F:27])[cH:24][cH:23]4)([CH2:37][n:38]4[n:39][cH:40][n:41][cH:42]4)[OH:43])[CH3:36])[CH2:32][O:33]3)[cH:13][cH:14]2)=[O:17])[cH:18][cH:19]1. The reactants are [OH-].[Na+] (NaOH), Cl (hydrochloric acid), C(C1=CC=CC=C1)OC1=C(C=C(C=O)C=C1)OC (4-benzyloxy-3-methoxybenzaldehyde), C(\C=C\C)(=O)OCC (ethyl crotonate), CC(C)([O-])C.[K+] (potassium tert.-butoxide). The solvent is CN1C(CCC1)=O (N-methylpyrrolidone). Run at temperature 0 celsius. Product: C(C1=CC=CC=C1)OC1=C(C=C(C=C1)C=CC=CC(=O)O)OC (5-(4-Benzyloxy-3-methoxyphenyl)-2,4-pentadienoic acid). RXN SMILES: [CH2:1]([O:8][C:9]1[CH:16]=[CH:15][C:12]([CH:13]=O)=[CH:11][C:10]=1[O:17][CH3:18])[C:2]1[CH:7]=[CH:6][CH:5]=[CH:4][CH:3]=1.[C:19]([O:24]CC)(=[O:23])/[CH:20]=[CH:21]/[CH3:22].CC(C)([O-])C.[K+].[OH-].[Na+].Cl>CN1CCCC1=O>[CH2:1]([O:8][C:9]1[CH:16]=[CH:15][C:12]([CH:13]=[CH:22][CH:21]=[CH:20][C:19]([OH:24])=[O:23])=[CH:11][C:10]=1[O:17][CH3:18])[C:2]1[CH:7]=[CH:6][CH:5]=[CH:4][CH:3]=1 |f:2.3,4.5|. Procedure: To a solution containing 260 g of 4-benzyloxy-3-methoxybenzaldehyde and 200 ml of ethyl crotonate in 1200 ml of N-methylpyrrolidone was gradually added while stirring and cooling at 0° C. 149.6 g of potassium tert.-butoxide. The solution was stirred for 0.5 h after which 200 ml of 10 N NaOH-solution was added and stirred for 0.5 h more at 0° C. The reaction mixture was added to a mixture of hydrochloric acid and ice. The semisolid product was separated and used without purification to the next s... Starting materials: CC(C)(C)OC(=O)N(C(=O)OC(C)(C)C)c1cnc(C(=N)NO)cn1, CCOC(C)=O, [Cl-], O=C(Cl)OCC1c2ccccc2-c2ccccc21, [Na+], O, c1ccncc1. The product is CC(C)(C)OC(=O)N(C(=O)OC(C)(C)C)c1cnc(C(=N)NOC(=O)OCC2c3ccccc3-c3ccccc32)cn1. As a reaction SMILES: [CH3:1][C:2]([CH3:3])([O:4][C:5](=[O:6])[N:7]([c:8]1[n:9][cH:10][c:11]([C:14]([NH:15][OH:16])=[NH:17])[n:12][cH:13]1)[C:18](=[O:19])[O:20][C:21]([CH3:22])([CH3:23])[CH3:24])[CH3:25].[CH3:52][CH2:53][O:54][C:55](=[O:56])[CH3:57].[Cl-:45].[Cl:26][C:27](=[O:28])[O:29][CH2:30][CH:31]1[c:32]2[cH:33][cH:34][cH:35][cH:36][c:37]2-[c:38]2[cH:39][cH:40][cH:41][cH:42][c:43]21.[Na+:44].[OH2:58].[cH:46]1[cH:47][cH:48][n:49][cH:50][cH:51]1>>[CH3:1][C:2]([CH3:3])([O:4][C:5](=[O:6])[N:7]([c:8]1[n:9][cH:10][c:11]([C:14]([NH:15][O:16][C:27](=[O:28])[O:29][CH2:30][CH:31]2[c:32]3[cH:33][cH:34][cH:35][cH:36][c:37]3-[c:38]3[cH:39][cH:40][cH:41][cH:42][c:43]32)=[NH:17])[n:12][cH:13]1)[C:18](=[O:19])[O:20][C:21]([CH3:22])([CH3:23])[CH3:24])[CH3:25]. The reactants are C(C1=CC=CC=C1)N (benzylamine), ClC=1C2=C(N=C(N1)C=1C=NC=CC1)SC(=C2)C(F)(F)F (4-chloro-2-(pyridin-3-yl)-6-trifluoromethyl-thieno-[2,3-d]-pyrimidine). Yields the product N1=CC(=CC=C1)C=1N=C(C2=C(N1)SC(=C2)C(F)(F)F)NCC2=CC=CC=C2 (2-(pyridin-3-yl)-4-benzylamino-6-trifluoromethyl-thieno-[2,3-d]-pyrimidine). Reaction SMILES: [CH2:1]([NH2:8])[C:2]1[CH:7]=[CH:6][CH:5]=[CH:4][CH:3]=1.Cl[C:10]1[C:11]2[CH:24]=[C:23]([C:25]([F:28])([F:27])[F:26])[S:22][C:12]=2[N:13]=[C:14]([C:16]2[CH:17]=[N:18][CH:19]=[CH:20][CH:21]=2)[N:15]=1>>[N:18]1[CH:19]=[CH:20][CH:21]=[C:16]([C:14]2[N:15]=[C:10]([NH:8][CH2:1][C:2]3[CH:7]=[CH:6][CH:5]=[CH:4][CH:3]=3)[C:11]3[CH:24]=[C:23]([C:25]([F:28])([F:26])[F:27])[S:22][C:12]=3[N:13]=2)[CH:17]=1. Procedure details: With the procedure of Example 1, the reaction of benzylamine with 4-chloro-2-(pyridin-3-yl)-6-trifluoromethyl-thieno-[2,3-d]-pyrimidine yields 2-(pyridin-3-yl)-4-benzylamino-6-trifluoromethyl-thieno-[2,3-d]-pyrimidine. Reactants: C1CCOC1, CO, [Cl-], O=[N+]([O-])c1cc(Cl)c(Oc2ccnc(Cl)c2)cc1F, [NH4+], [Zn]. Product: Nc1cc(Cl)c(Oc2ccnc(Cl)c2)cc1F. RXN SMILES: [CH2:22]1[O:23][CH2:24][CH2:25][CH2:26]1.[CH3:27][OH:28].[Cl-:20].[Cl:1][c:2]1[n:3][cH:4][cH:5][c:6]([O:8][c:9]2[c:10]([Cl:19])[cH:11][c:12]([N+:16]([O-:17])=[O:18])[c:13]([F:15])[cH:14]2)[cH:7]1.[NH4+:21].[Zn:29]>>[Cl:1][c:2]1[n:3][cH:4][cH:5][c:6]([O:8][c:9]2[c:10]([Cl:19])[cH:11][c:12]([NH2:16])[c:13]([F:15])[cH:14]2)[cH:7]1. Starting materials: [OH-].[Na+] (sodium hydroxide), C(C)N1C=CC=2C1=NC(=CC2)F (1-ethyl-6-fluoro-1H-pyrrolo[2,3-b]pyridine), BrN1C(CCC1=O)=O (N-bromosuccinimide). Run in CN(C)C=O (DMF). Product: BrC1=CN(C2=NC(=CC=C21)F)CC (3-bromo-1-ethyl-6-fluoro-1H-pyrrolo[2,3-b]pyridine). Yield: 96.6%. RXN SMILES: [CH2:1]([N:3]1[C:7]2=[N:8][C:9]([F:12])=[CH:10][CH:11]=[C:6]2[CH:5]=[CH:4]1)[CH3:2].[OH-].[Na+].[Br:15]N1C(=O)CCC1=O>CN(C=O)C>[Br:15][C:5]1[C:6]2[C:7](=[N:8][C:9]([F:12])=[CH:10][CH:11]=2)[N:3]([CH2:1][CH3:2])[CH:4]=1 |f:1.2|. Reported procedure: A solution of 1-ethyl-6-fluoro-1H-pyrrolo[2,3-b]pyridine (16.38 g, 99.77 mmol) in DMF (300 mL) is cooled to 15° C. with stirring. To this is added sodium hydroxide (4.39 g, 109.7 mmol), followed by N-bromosuccinimide (19.53 g, 109.7 mmol) portionwise over 5 minutes, and then the reaction is allowed to stir at room temperature overnight. The reaction is poured onto brine (ca. 500 mL) and the product extracted with CHCl3 (ca. 2×300 mL). The combined organic phase is dried over magnesium sulphate, ... RXN SMILES: Br[C:2]1[C:7]([N+:8]([O-:10])=[O:9])=[CH:6][C:5]([Cl:11])=[CH:4][N:3]=1.[Cu][C:13]#[N:14]>CC(C)=O>[Cl:11][C:5]1[CH:6]=[C:7]([N+:8]([O-:10])=[O:9])[C:2]([C:13]#[N:14])=[N:3][CH:4]=1. Procedure: 2-Bromo-5-chloro-3-nitropyridine (103) (6.0 g, 25 mmol) was mixed with copper (I) cyanide (4.6 g, 51 mmol) in a 100 mL round-bottom flask having a condensor loosely plugged with cotton was attached. The flask was slowly heated in an oil bath. When the temperature reaches approximately 150° C. (takes 2 h), the reaction mass begins to turn black. When the reaction mass turned completely black, the pressure was reduced to approximately 1 mm Hg by vacuum and the oil bath removed after 30 sec. (If th... Run in CC(=O)C (acetone). The yield is 60.0%. The reactants are BrC1=NC=C(C=C1[N+](=O)[O-])Cl (2-Bromo-5-chloro-3-nitropyridine), [Cu]C#N (copper (I) cyanide). Yields the product ClC=1C=C(C(=NC1)C#N)[N+](=O)[O-] (5-Chloro-3-nitropicolinonitrile). The reactants are C(C1=CC=CC=C1)C1(C(C2=C(C(=C(C=C2C1)O)Cl)Cl)O)C (2-benzyl-2-methyl-6,7-dichloro-1,5indandiol), ester, [OH-].[Na+] (sodium hydroxide), C([O-])([O-])=O.[K+].[K+] (potassium carbonate), BrCC(=O)OCC (ethyl bromoacetate). Run in CN(C=O)C (dimethylformamide). Product: OC1C(CC2=CC(=C(C(=C12)Cl)Cl)OCC(=O)O)(C)CC1=CC=CC=C1 ((1-hydroxy-2-benzyl-2-methyl-6,7-dichloro-5-indanyloxy)acetic acid). As a reaction SMILES: [CH2:1]([C:8]1([CH3:21])[CH2:16][C:15]2[C:10](=[C:11]([Cl:19])[C:12]([Cl:18])=[C:13]([OH:17])[CH:14]=2)[CH:9]1[OH:20])[C:2]1[CH:7]=[CH:6][CH:5]=[CH:4][CH:3]=1.C(=O)([O-])[O-].[K+].[K+].Br[CH2:29][C:30]([O:32]CC)=[O:31].[OH-].[Na+]>CN(C)C=O>[OH:20][CH:9]1[C:10]2[C:15](=[CH:14][C:13]([O:17][CH2:29][C:30]([OH:32])=[O:31])=[C:12]([Cl:18])[C:11]=2[Cl:19])[CH2:16][C:8]1([CH2:1][C:2]1[CH:7]=[CH:6][CH:5]=[CH:4][CH:3]=1)[CH3:21] |f:1.2.3,5.6|. Procedure: (1-Hydroxy-2-benzyl-2methyl-6,7-dichloro-5-indanyloxy)acetic acid is prepared following subtantially the same procedure described in Example 4, Step F, using the following substances: 2-benzyl-2-methyl-6,7-dichloro-1,5indandiol (4.8 g., 0.015 mole); potassium carbonate (3.6 g.); ethyl bromoacetate (3.1 ml.); and dimethylformamide (35 ml.), and hydrolyzing the resultant ester with aqueous sodium hydroxide in accordance with Example 4, Step F, gives (1-hydroxy-2-benzyl-2-methyl-6,7-dichloro-5-inda...